From a dataset of the Open Reaction Database (ORD), a public repository of structured organic reaction records. describe an organic reaction: reactants, conditions, products, and yield Reactants: N1(CCC1)C(=O)C=1C=C(C(=NC1)OC=1C=C(C(=O)OC)C=C(C1)OC(CF)CF)Cl (methyl 3-{[5-(azetidin-1-ylcarbonyl)-3-chloropyridin-2-yl]oxy}-5-{[2-fluoro-1-(fluoromethyl)ethyl]oxy}benzoate), [OH-].[Na+] (sodium hydroxide). Solvent: C1CCOC1 (THF), O (water). Reaction conditions: time 210 minute. The product is N1(CCC1)C(=O)C=1C=C(C(=NC1)OC=1C=C(C(=O)O)C=C(C1)OC(CF)CF)Cl (3-{[5-(Azetidin-1-ylcarbonyl)-3-chloropyridin-2-yl]oxy}-5-{[2-fluoro-1-(fluoromethyl)ethyl]oxy}benzoic acid). Isolated yield 81.1%. RXN SMILES: [N:1]1([C:5]([C:7]2[CH:8]=[C:9]([Cl:30])[C:10]([O:13][C:14]3[CH:15]=[C:16]([CH:21]=[C:22]([O:24][CH:25]([CH2:28][F:29])[CH2:26][F:27])[CH:23]=3)[C:17]([O:19]C)=[O:18])=[N:11][CH:12]=2)=[O:6])[CH2:4][CH2:3][CH2:2]1.[OH-].[Na+]>C1COCC1.O>[N:1]1([C:5]([C:7]2[CH:8]=[C:9]([Cl:30])[C:10]([O:13][C:14]3[CH:15]=[C:16]([CH:21]=[C:22]([O:24][CH:25]([CH2:26][F:27])[CH2:28][F:29])[CH:23]=3)[C:17]([OH:19])=[O:18])=[N:11][CH:12]=2)=[O:6])[CH2:4][CH2:3][CH2:2]1 |f:1.2|. Reported procedure: A mixture of methyl 3-{[5-(azetidin-1-ylcarbonyl)-3-chloropyridin-2-yl]oxy}-5-{[2-fluoro-1-(fluoromethyl)ethyl]oxy}benzoate (3.6 g, 8.2 mmol) in THF (50 mL) and water (50 mL) was treated with 1M sodium hydroxide solution (8.2 mL, 8.2 mmol) and allowed to stir at RT for 210 minutes. The THF was removed in vacuo, the residue filtered and extracted with ethyl acetate (30 mL). The aqueous layer was acidified with 2N hydrochloric acid, extracted with ethyl acetate (3×50 mL) and the combined organic e... Reactants: amide, CCN(C(C)C)C(C)C (DIEA), IC1=C(C(=O)Cl)C=C(C=C1)[N+](=O)[O-] (2-Iodo-5-nitrobenzoyl chloride). The solvent is C(Cl)Cl (DCM). Run at time 8 hour. Product: IC1=C(C(=O)N)C=C(C=C1)[N+](=O)[O-] (2-iodo-5-nitrobenzamide). As a reaction SMILES: CC[N:3](C(C)C)C(C)C.[I:10][C:11]1[CH:19]=[CH:18][C:17]([N+:20]([O-:22])=[O:21])=[CH:16][C:12]=1[C:13](Cl)=[O:14]>C(Cl)Cl>[I:10][C:11]1[CH:19]=[CH:18][C:17]([N+:20]([O-:22])=[O:21])=[CH:16][C:12]=1[C:13]([NH2:3])=[O:14]. Procedure: The deprotected Rink amide polymer is suspended in 20 ml of DCM and 2.00 g (1.55 mmol, 2 equivalents) of DIEA, and then 1.93 g (6.18 mmol, 2 equivalents) of 2-iodo-5-nitrobenzoyl chloride (Example 2A) are added. The mixture is shaken at room temperature overnight. This is followed by washing three times each with DMF, methanol and DCM. The resulting polymer 1 is dried in vacuo. Starting materials: CC(=O)O, [Cl-], N#C[Cu], N#C[K], O=N[O-], Nc1c(Br)cc(Br)c(CCC(=O)O)c1Br, N, [Na+], [Na+], O=S(=O)(O)O. Product: N#Cc1c(Br)cc(Br)c(CCC(=O)O)c1Br. RXN SMILES: [CH3:34][C:35](=[O:36])[OH:37].[Cl-:32].[Cu:25][C:26]#[N:27].[K:28][C:29]#[N:30].[N:1]([O-:2])=[O:3].[NH2:10][c:11]1[c:12]([Br:24])[c:13]([CH2:19][CH2:20][C:21](=[O:22])[OH:23])[c:14]([Br:18])[cH:15][c:16]1[Br:17].[NH3:33].[Na+:31].[Na+:4].[S:5](=[O:6])(=[O:7])([OH:8])[OH:9]>>[c:11]1([C:26]#[N:27])[c:12]([Br:24])[c:13]([CH2:19][CH2:20][C:21](=[O:22])[OH:23])[c:14]([Br:18])[cH:15][c:16]1[Br:17]. Reaction SMILES: [C:1]([C:3]1[CH:8]=[C:7]([CH3:9])[CH:6]=[CH:5][C:4]=1[C:10]1[CH:15]=[C:14]([O:16][C:17]2[S:18][CH:19]=[CH:20][N:21]=2)[CH:13]=[C:12]([C:22]([O:24]C)=[O:23])[CH:11]=1)#[N:2].[OH-].[Li+].Cl>O1CCCC1>[C:1]([C:3]1[CH:8]=[C:7]([CH3:9])[CH:6]=[CH:5][C:4]=1[C:10]1[CH:15]=[C:14]([O:16][C:17]2[S:18][CH:19]=[CH:20][N:21]=2)[CH:13]=[C:12]([C:22]([OH:24])=[O:23])[CH:11]=1)#[N:2] |f:1.2|. Starting materials: C(#N)C1=C(C=CC(=C1)C)C1=CC(=CC(=C1)OC=1SC=CN1)C(=O)OC (methyl 2′-cyano-4′-methyl-5-(thiazol-2-yloxy)biphenyl-3-carboxylate), [OH-].[Li+] (lithium hydroxide), Cl (HCl). The product is C(#N)C1=C(C=CC(=C1)C)C1=CC(=CC(=C1)OC=1SC=CN1)C(=O)O (2′-Cyano-4′-methyl-5-(thiazol-2-yloxy)biphenyl-3-carboxylic acid). The solvent is O1CCCC1 (tetrahydrofuran). Procedure: To a solution of methyl 2′-cyano-4′-methyl-5-(thiazol-2-yloxy)biphenyl-3-carboxylate (112 mg, 0.32 mmol) in tetrahydrofuran (2 mL) was added 2.5 M of aqueous lithium hydroxide solution (0.72 mL, 1.8 mmol). The reaction mixture was stirred at 60° C. overnight. The aqueous solution was acidified with 15% HCl (aq.) to pH=5, and extracted with EtOAc. The combined organic layers were concentrated in vacuo to get the title compound as a white solid. Reaction conditions: temperature 60 celsius, time 8 hour. Starting materials: COC1=NC=C(C=N1)B(O)O (2-Methoxy-5-pyrimidine boronic acid), BrC1=CC=C(C=C1)C=1OC(=C(N1)CCN1CCCC1)C (2-(4-Bromo-phenyl)-5-methyl-4-(2-pyrrolidin-1-yl-ethyl)-oxazole). The product is COC1=NC=C(C=N1)C1=CC=C(C=C1)C=1OC(=C(N1)CCN1CCCC1)C (2-Methoxy-5-{4-[5-methyl-4-(2-pyrrolidin-1-yl-ethyl)-oxazol-2-yl]-phenyl}-pyrimidine). RXN SMILES: [CH3:1][O:2][C:3]1[N:8]=[CH:7][C:6](B(O)O)=[CH:5][N:4]=1.Br[C:13]1[CH:18]=[CH:17][C:16]([C:19]2[O:20][C:21]([CH3:31])=[C:22]([CH2:24][CH2:25][N:26]3[CH2:30][CH2:29][CH2:28][CH2:27]3)[N:23]=2)=[CH:15][CH:14]=1>>[CH3:1][O:2][C:3]1[N:8]=[CH:7][C:6]([C:13]2[CH:18]=[CH:17][C:16]([C:19]3[O:20][C:21]([CH3:31])=[C:22]([CH2:24][CH2:25][N:26]4[CH2:27][CH2:28][CH2:29][CH2:30]4)[N:23]=3)=[CH:15][CH:14]=2)=[CH:5][N:4]=1. Reported procedure: The title compound is prepared in a manner substantially analogous to Example 45 starting from 2-Methoxy-5-pyrimidine boronic acid and 2-(4-Bromo-phenyl)-5-methyl-4-(2-pyrrolidin-1-yl-ethyl)-oxazole. MS (m/e): 365.2 (M+1) The reactants are BrCC1CC1, CC1=C(C#N)C(c2ccc(C#N)cc2S(=O)[O-])N(C)C(=O)N1c1cccc(C(F)(F)F)c1, [I-], [K+], [Na+], CN(C)C=O. The product is CC1=C(C#N)C(c2ccc(C#N)cc2S(=O)(=O)CC2CC2)N(C)C(=O)N1c1cccc(C(F)(F)F)c1. RXN SMILES: [Br:34][CH2:35][CH:36]1[CH2:37][CH2:38]1.[C:1](#[N:2])[c:3]1[cH:4][cH:5][c:6]([CH:12]2[N:13]([CH3:32])[C:14](=[O:31])[N:15]([c:21]3[cH:22][c:23]([C:27]([F:28])([F:29])[F:30])[cH:24][cH:25][cH:26]3)[C:16]([CH3:20])=[C:17]2[C:18]#[N:19])[c:7]([S:9](=[O:10])[O-:11])[cH:8]1.[I-:40].[K+:39].[Na+:33].[O:41]=[CH:42][N:43]([CH3:44])[CH3:45]>>[C:1](#[N:2])[c:3]1[cH:4][cH:5][c:6]([CH:12]2[N:13]([CH3:32])[C:14](=[O:31])[N:15]([c:21]3[cH:22][c:23]([C:27]([F:28])([F:29])[F:30])[cH:24][cH:25][cH:26]3)[C:16]([CH3:20])=[C:17]2[C:18]#[N:19])[c:7]([S:9](=[O:10])(=[O:11])[CH2:35][CH:36]2[CH2:37][CH2:38]2)[cH:8]1. The reactants are ClCCl, O=C(Cl)c1cccc(C(F)(F)F)c1, Cc1c(N)cccc1C(=O)Nc1cnc(N)nc1, c1ccncc1. The product is Cc1c(NC(=O)c2cccc(C(F)(F)F)c2)cccc1C(=O)Nc1cnc(N)nc1. RXN SMILES: [Cl:38][CH2:39][Cl:40].[F:25][C:26]([c:27]1[cH:28][c:29]([C:30](=[O:31])[Cl:32])[cH:33][cH:34][cH:35]1)([F:36])[F:37].[NH2:1][c:2]1[c:3]([CH3:18])[c:4]([C:5](=[O:6])[NH:7][c:8]2[cH:9][n:10][c:11]([NH2:14])[n:12][cH:13]2)[cH:15][cH:16][cH:17]1.[cH:19]1[cH:20][cH:21][n:22][cH:23][cH:24]1>>[NH:1]([c:2]1[c:3]([CH3:18])[c:4]([C:5](=[O:6])[NH:7][c:8]2[cH:9][n:10][c:11]([NH2:14])[n:12][cH:13]2)[cH:15][cH:16][cH:17]1)[C:30]([c:29]1[cH:28][c:27]([C:26]([F:25])([F:36])[F:37])[cH:35][cH:34][cH:33]1)=[O:31]. The reactants are COCCOC=1C=C2C=C(NC2=C(C1)N(S(=O)(=O)C=1N(C=CN1)C)C)C(=O)O (5-(2-methoxyethoxy)-7-{methyl[(1-methyl-1H-imidazol-2-yl)sulfonyl]amino}-1H-indole-2-carboxylic acid), C(C1=CC=CC=C1)SC(CN)C(OC)OC (2-(benzylthio)-3,3-dimethoxypropan-1-amine), N1(N=NC2=C1C=CC=C2)O (1H-1,2,3-benzotriazol-1-ol), Cl.CN(CCCN=C=NCC)C (N-[3-(dimethylamino)propyl]-N′-ethylcarbodiimide hydrochloride). The solvent is C(C)(=O)OCC (ethyl acetate), CCCCCC (hexane), CN(C=O)C (N,N-dimethylformamide). Run at time 14 hour. Product: C(C1=CC=CC=C1)SC(CNC(=O)C=1NC2=C(C=C(C=C2C1)OCCOC)N(S(=O)(=O)C=1N(C=CN1)C)C)C(OC)OC (N-[2-(benzylthio)-3,3-dimethoxypropyl]-5-(2-methoxyethoxy)-7-{methyl[(1-methyl-1H-imidazol-2-yl)sulfonyl]amino}-1H-indole-2-carboxamide). Yield: 89.9%. As a reaction SMILES: [CH3:1][O:2][CH2:3][CH2:4][O:5][C:6]1[CH:7]=[C:8]2[C:12](=[C:13]([N:15]([CH3:25])[S:16]([C:19]3[N:20]([CH3:24])[CH:21]=[CH:22][N:23]=3)(=[O:18])=[O:17])[CH:14]=1)[NH:11][C:10]([C:26](O)=[O:27])=[CH:9]2.[CH2:29]([S:36][CH:37]([CH:40]([O:43][CH3:44])[O:41][CH3:42])[CH2:38][NH2:39])[C:30]1[CH:35]=[CH:34][CH:33]=[CH:32][CH:31]=1.N1(O)C2C=CC=CC=2N=N1.Cl.CN(C)CCCN=C=NCC>CCCCCC.C(OCC)(=O)C.CN(C)C=O>[CH2:29]([S:36][CH:37]([CH:40]([O:41][CH3:42])[O:43][CH3:44])[CH2:38][NH:39][C:26]([C:10]1[NH:11][C:12]2[C:8]([CH:9]=1)=[CH:7][C:6]([O:5][CH2:4][CH2:3][O:2][CH3:1])=[CH:14][C:13]=2[N:15]([CH3:25])[S:16]([C:19]1[N:20]([CH3:24])[CH:21]=[CH:22][N:23]=1)(=[O:17])=[O:18])=[O:27])[C:30]1[CH:35]=[CH:34][CH:33]=[CH:32][CH:31]=1 |f:3.4|. Procedure details: A mixture of 5-(2-methoxyethoxy)-7-{methyl[(1-methyl-1H-imidazol-2-yl)sulfonyl]amino}-1H-indole-2-carboxylic acid (2.3 g), 2-(benzylthio)-3,3-dimethoxypropan-1-amine (1.7 g), 1H-1,2,3-benzotriazol-1-ol (1.2 g), N-[3-(dimethylamino)propyl]-N′-ethylcarbodiimide hydrochloride (1.6 g) and N,N-dimethylformamide (70 mL) was stirred at room temperature for 14 hr. The reaction solution was concentrated under reduced pressure, ethyl acetate and water were added, and the mixture was extracted with ethyl a... Starting materials: COC(C1=CN=C(C=C1)OCC=1C(=NOC1)C1=CC=C(C=C1)F)=O (6-[3-(4-fluoro-phenyl)-isoxazol-4-ylmethoxy]-nicotinic acid methyl ester), C[C@@H](CO)N (S-(+)-2-amino-1-propanol). Product: FC1=CC=C(C=C1)C1=NOC=C1COC1=NC=C(C(=O)N[C@H](CO)C)C=C1 (6-[3-(4-Fluoro-phenyl)-isoxazol-4-ylmethoxy]-N—((S)-2-hydroxy-1-methyl-ethyl)-nicotinamide). The yield is 59.0%. Reaction SMILES: CO[C:3](=[O:24])[C:4]1[CH:9]=[CH:8][C:7]([O:10][CH2:11][C:12]2[C:13]([C:17]3[CH:22]=[CH:21][C:20]([F:23])=[CH:19][CH:18]=3)=[N:14][O:15][CH:16]=2)=[N:6][CH:5]=1.[CH3:25][C@H:26]([NH2:29])[CH2:27][OH:28]>>[F:23][C:20]1[CH:19]=[CH:18][C:17]([C:13]2[C:12]([CH2:11][O:10][C:7]3[CH:8]=[CH:9][C:4]([C:3]([NH:29][C@@H:26]([CH3:25])[CH2:27][OH:28])=[O:24])=[CH:5][N:6]=3)=[CH:16][O:15][N:14]=2)=[CH:22][CH:21]=1. Reported procedure: As described for example 325, 6-[3-(4-fluoro-phenyl)-isoxazol-4-ylmethoxy]-nicotinic acid methyl ester (60 mg, 0.18 mmol) was converted, using S-(+)-2-amino-1-propanol instead of rac-2-amino-1-propanol, to the title compound (28 mg, 59%) which was obtained as a white solid MS: m/e=370.3 [M−H]−. Reactants: C1COCCOCCOCCOCCOCCO1 (18-crown-6), N1=CC=CC2=CC=CC=C12 (quinoline), [F-].[K+] (KF), FC1=CC=C(C=O)C=C1 (4-fluorobenzaldehyde), FC(S(=O)(=O)OC1=C(C=CC=C1)[Si](C)(C)C)(F)F (2-(trimethylsilyl)phenyl trifluoromethanesulfonate), Pet. ether EtOAc. Run in C1CCOC1 (THF). The product is FC1=CC=C(C=C1)C1C2=C(N3C(C=CC4=CC=CC=C34)O1)C=CC=C2 (5-(4-fluorophenyl)-5H,6aH-benzo[4,5][1,3]oxazino[3,2-a]quinoline). The yield is 96.0%. RXN SMILES: [N:1]1[C:10]2[C:5](=[CH:6][CH:7]=[CH:8][CH:9]=2)[CH:4]=[CH:3][CH:2]=1.[F:11][C:12]1[CH:19]=[CH:18][C:15]([CH:16]=[O:17])=[CH:14][CH:13]=1.FC(F)(F)S(O[C:26]1[CH:31]=[CH:30][CH:29]=[CH:28][C:27]=1[Si](C)(C)C)(=O)=O.[F-].[K+].C1OCCOCCOCCOCCOCCOC1>C1COCC1>[F:11][C:12]1[CH:19]=[CH:18][C:15]([CH:16]2[O:17][CH:2]3[CH:3]=[CH:4][C:5]4[C:10]([N:1]3[C:27]3[CH:28]=[CH:29][CH:30]=[CH:31][C:26]2=3)=[CH:9][CH:8]=[CH:7][CH:6]=4)=[CH:14][CH:13]=1 |f:3.4|. Reported procedure: Following the general procedure, treatment of quinoline (0.064 g, 59 μL, 0.50 mmol) and 4-fluorobenzaldehyde (0.093 g, 80 μL, 0.75 mmol) with 2-(trimethylsilyl)phenyl trifluoromethanesulfonate (0.179 g, 146 μL, 0.60 mmol) in the presence of KF (0.070 g, 1.2 mmol) and 18-crown-6 (0.317 g, 1.2 mmol) in THF (2.0 mL) at 10° C. to room temperature for 12 hrs followed by flash column chromatography (Pet. ether/EtOAc=75/25) of the crude reaction mixture afforded 5-(4-fluorophenyl)-5H,6aH-benzo[4,5][1,3...